From a dataset of the Open Reaction Database (ORD), a public repository of structured organic reaction records. describe an organic reaction: reactants, conditions, products, and yield The reactants are C(C1=CC=CC=C1)OC(=O)N1[C@@H](CC1)COC=1C=C(C=NC1)N1CC2CC2C1 (3-[5-[[1-(benzyloxycarbonyl)-2(S)-azetidinyl]methoxy]-3-pyridyl]-3-azabicyclo[3.1.0]hexane), C([C@H](O)[C@@H](O)C(=O)O)(=O)O (L-tartaric acid). Reagents/catalysts: [Pd] (palladium on carbon). Run in CO (methanol). Conditions: time 3 hour. Yields the product C(=O)(O)[C@H](O)[C@@H](O)C(=O)O.N1[C@@H](CC1)COC=1C=C(C=NC1)N1CC2CC2C1 (3-[5-[(2(S)-Azetidinyl)methoxy]-3-pyridyl]-3-azabicyclo[3.1.0]hexane L-Tartrate). Isolated yield 98.2%. RXN SMILES: C(OC([N:11]1[CH2:14][CH2:13][C@H:12]1[CH2:15][O:16][C:17]1[CH:18]=[C:19]([N:23]2[CH2:28][CH:27]3[CH:25]([CH2:26]3)[CH2:24]2)[CH:20]=[N:21][CH:22]=1)=O)C1C=CC=CC=1.[C:29]([OH:38])(=[O:37])[C@@H:30]([C@H:32]([C:34]([OH:36])=[O:35])[OH:33])[OH:31]>CO.[Pd]>[C:34]([C@@H:32]([C@H:30]([C:29]([OH:38])=[O:37])[OH:31])[OH:33])([OH:36])=[O:35].[NH:11]1[CH2:14][CH2:13][C@H:12]1[CH2:15][O:16][C:17]1[CH:18]=[C:19]([N:23]2[CH2:24][CH:25]3[CH:27]([CH2:26]3)[CH2:28]2)[CH:20]=[N:21][CH:22]=1 |f:4.5|. Reported procedure: To a solution of 3-[5-[[1-(benzyloxycarbonyl)-2(S)-azetidinyl]methoxy]-3-pyridyl]-3-azabicyclo[3.1.0]hexane (395 mg, 1.04 mmol) in methanol (30 mL) in a 100 mL round-bottom flask were added L-tartaric acid (156 mg, 1.04 mmol) and 10% palladium on carbon (40 mg). The atmosphere was exchanged with H2 (3 times), and the mixture was stirred under H2 (1 bar) for 3 h. The mixture was filtered through a cotton plug, and the filtrate was concentrated. The residue was further dried with an oil pump at ro...